This data is from the Open Reaction Database (ORD), a public repository of structured organic reaction records. The task is: describe an organic reaction: reactants, conditions, products, and yield Reported procedure: Quetiapine free base (3.0 g) was dissolved in acetone (30 ml) at room temperature. To this solution was added di-p-toluoyl-L-tartaric acid (1.52 g) at 30 to 35° C. The resulting mass heated to reflux and maintained for 30 minutes. This was followed by the distillation of acetone and obtained solid was further dried under vacuum to give the title compound as off white powder (3.62 g). Reactants: C=1C=CC2=C(C1)C(=NC=3C=CC=CC3S2)N4CCN(CC4)CCOCCO (Quetiapine), C1(=CC=C(C=C1)C(=O)[C@]([C@](C(=O)O)(O)C(=O)C1=CC=C(C=C1)C)(O)C(=O)O)C (di-p-toluoyl-L-tartaric acid). The solvent is CC(=O)C (acetone). As a reaction SMILES: [CH:1]1[CH:2]=[CH:3][C:4]2[S:15][C:14]3[CH:13]=[CH:12][CH:11]=[CH:10][C:9]=3[N:8]=[C:7]([N:16]3[CH2:21][CH2:20][N:19]([CH2:22][CH2:23][O:24][CH2:25][CH2:26][OH:27])[CH2:18][CH2:17]3)[C:5]=2[CH:6]=1.[C:28]1([CH3:55])[CH:33]=[CH:32][C:31]([C:34]([C@@:36]([C:52]([OH:54])=[O:53])([OH:51])[C@@:37]([C:42]([C:44]2[CH:49]=[CH:48][C:47]([CH3:50])=[CH:46][CH:45]=2)=[O:43])([OH:41])[C:38]([OH:40])=[O:39])=[O:35])=[CH:30][CH:29]=1>CC(C)=O>[CH:1]1[CH:2]=[CH:3][C:4]2[S:15][C:14]3[CH:13]=[CH:12][CH:11]=[CH:10][C:9]=3[N:8]=[C:7]([N:16]3[CH2:21][CH2:20][N:19]([CH2:22][CH2:23][O:24][CH2:25][CH2:26][OH:27])[CH2:18][CH2:17]3)[C:5]=2[CH:6]=1.[C:28]1([CH3:55])[CH:33]=[CH:32][C:31]([C:34]([C@@:36]([C:52]([O-:54])=[O:53])([OH:51])[C@@:37]([C:42]([C:44]2[CH:45]=[CH:46][C:47]([CH3:50])=[CH:48][CH:49]=2)=[O:43])([OH:41])[C:38]([O-:40])=[O:39])=[O:35])=[CH:30][CH:29]=1 |f:3.4|. Product: C=1C=CC2=C(C1)C(=NC=3C=CC=CC3S2)N4CCN(CC4)CCOCCO.C1(=CC=C(C=C1)C(=O)[C@]([C@](C(=O)[O-])(O)C(=O)C1=CC=C(C=C1)C)(O)C(=O)[O-])C (Quetiapine di-p-toluoyl-L-(+)-tartrate), powder. Reactants: C1(=CC=C(C=C1)S(=O)(=O)OCC(C1C(C=C)OC(O1)(C)C)O)C (3,4-(Dimethylmethylenedioxy)-2-hydroxy-5-hexen-1-yl p-toluenesulfonate), C([O-])([O-])=O.[Na+].[Na+] (sodium carbonate). The solvent is CO (methanol). Conditions: time 15 minute. Yields the product O1CC1C1C(C=C)OC(O1)(C)C (1,2-epoxy-3,4-(dimethylmethylenedioxy)-5-hexene). Yield: 88.5%. As a reaction SMILES: C1(C)C=CC(S(O[CH2:11][CH:12]([OH:22])[CH:13]2[O:19][C:18]([CH3:21])([CH3:20])[O:17][CH:14]2[CH:15]=[CH2:16])(=O)=O)=CC=1.C(=O)([O-])[O-].[Na+].[Na+]>CO>[O:22]1[CH:12]([CH:13]2[O:19][C:18]([CH3:20])([CH3:21])[O:17][CH:14]2[CH:15]=[CH2:16])[CH2:11]1 |f:1.2.3|. Reported procedure: 3,4-(Dimethylmethylenedioxy)-2-hydroxy-5-hexen-1-yl p-toluenesulfonate (17.88 g) was dissolved in ml of methanol, and 17.11 g of anhydrous sodium carbonate was added at room temperature, followed by stirring the mixture for 15 minutes. The reaction mixture was filtered through Celite, and crystals were washed with diethyl ether. After the filtrate was concentrated, the solid was filtered through a silica gel column. The filtrate was concentrated under reduced pressure to obtain 7.87 g of 1,2-epo... The reactants are C1CCOC1, CCOC(C)=O, O=c1ccccn1-c1ccc([N+](=O)[O-])c(F)c1, [H-], OCCN1CCCCC1, [Na+], O. Product: O=c1ccccn1-c1ccc([N+](=O)[O-])c(OCCN2CCCCC2)c1. As a reaction SMILES: [CH2:30]1[O:31][CH2:32][CH2:33][CH2:34]1.[CH3:35][CH2:36][O:37][C:38]([CH3:39])=[O:40].[F:1][c:2]1[cH:3][c:4](-[n:11]2[c:12](=[O:17])[cH:13][cH:14][cH:15][cH:16]2)[cH:5][cH:6][c:7]1[N+:8](=[O:9])[O-:10].[H-:28].[N:18]1([CH2:24][CH2:25][OH:26])[CH2:19][CH2:20][CH2:21][CH2:22][CH2:23]1.[Na+:27].[OH2:29]>>[c:2]1([O:26][CH2:25][CH2:24][N:18]2[CH2:19][CH2:20][CH2:21][CH2:22][CH2:23]2)[cH:3][c:4](-[n:11]2[c:12](=[O:17])[cH:13][cH:14][cH:15][cH:16]2)[cH:5][cH:6][c:7]1[N+:8](=[O:9])[O-:10]. The reactants are O(C1=CC=CC=C1)C1=C(C(=O)O)C=CC=C1 (2-phenoxybenzoic acid), [H-].[H-].[H-].[H-].[Li+].[Al+3].C1CCOC1 (LiAlH4 THF), O(C1=CC=CC=C1)C1=C(CO)C=CC=C1 (2-phenoxybenzyl alcohol), [Cr](=O)(=O)([O-])O[Cr](=O)(=O)[O-].[NH+]1=CC=CC=C1.[NH+]1=CC=CC=C1 (pyridinium dichromate). The solvent is C(Cl)Cl (CH2Cl2). Conditions: time 36 hour. Product: O(C1=CC=CC=C1)C1=C(C=O)C=CC=C1 (2-Phenoxybenzaldehyde). Isolated yield 78.0%. Reaction SMILES: [O:1]([C:8]1[CH:15]=[CH:14][CH:13]=[CH:12][C:9]=1[CH2:10][OH:11])[C:2]1[CH:7]=[CH:6][CH:5]=[CH:4][CH:3]=1.O(C1C=CC=CC=1C(O)=O)C1C=CC=CC=1.[H-].[H-].[H-].[H-].[Li+].[Al+3].C1COCC1.[Cr](O[Cr]([O-])(=O)=O)([O-])(=O)=O.[NH+]1C=CC=CC=1.[NH+]1C=CC=CC=1>C(Cl)Cl>[O:1]([C:8]1[CH:15]=[CH:14][CH:13]=[CH:12][C:9]=1[CH:10]=[O:11])[C:2]1[CH:3]=[CH:4][CH:5]=[CH:6][CH:7]=1 |f:2.3.4.5.6.7.8,9.10.11|. Procedure: A mixture of 2-phenoxybenzyl alcohol (4.0 g, 20.2 mmol, prepared by the reduction of commercially available 2-phenoxybenzoic acid with LiAlH4 /THF) and 150 mL CH2Cl2 was treated with pyridinium dichromate (11.39 g, 30.3 mmol) at 25° C. and stirred for another 36 hours. The mixture was filtered through d.e. and then through a pad of silica gel to produce 3.11 g (78%) of title compound as a yellow oil. 1H NMR (CDCl3) δ6.8 (d, 1H), 6.9 (d, 1H), 7.0 (m, 2H), 7.1 (m, 2H), 7.2 (m, 1H), 8.9 (m, 1H), 10... Reactants: CC=1C=C(C=CC1OCCNC=1C2=C(N=CN1)SC=N2)O (3-Methyl-4-[2-(thiazolo[5,4-d]pyrimidin-7-ylamino)-ethoxy]-phenol), FC1=NC=CC(=C1)C(F)(F)F (2-fluoro-4-trifluoromethylpyridine), [H-].[Na+] (NaH). Solvent: O (H2O), Cl (HCl), CN(C)C=O (DMF). Run at time 2 hour. The product is CC1=C(OCCNC=2C3=C(N=CN2)SC=N3)C=CC(=C1)OC1=NC=CC(=C1)C(F)(F)F ({2-[2-Methyl-4-(4-trifluoromethylpyridin-2-yloxy)-phenoxy]-ethyl}-thiazolo[5,4-d]pyrimidin-7-ylamine). Yield: 104.0%. As a reaction SMILES: [CH3:1][C:2]1[CH:3]=[C:4]([OH:21])[CH:5]=[CH:6][C:7]=1[O:8][CH2:9][CH2:10][NH:11][C:12]1[C:13]2[N:20]=[CH:19][S:18][C:14]=2[N:15]=[CH:16][N:17]=1.F[C:23]1[CH:28]=[C:27]([C:29]([F:32])([F:31])[F:30])[CH:26]=[CH:25][N:24]=1.[H-].[Na+]>CN(C=O)C.O.Cl>[CH3:1][C:2]1[CH:3]=[C:4]([O:21][C:23]2[CH:28]=[C:27]([C:29]([F:32])([F:31])[F:30])[CH:26]=[CH:25][N:24]=2)[CH:5]=[CH:6][C:7]=1[O:8][CH2:9][CH2:10][NH:11][C:12]1[C:13]2[N:20]=[CH:19][S:18][C:14]=2[N:15]=[CH:16][N:17]=1 |f:2.3|. Procedure details: 3-Methyl-4-[2-(thiazolo[5,4-d]pyrimidin-7-ylamino)-ethoxy]-phenol (0.13 g, 0.43 mmol) and 2-fluoro-4-trifluoromethylpyridine (0.1 g, 0.6 mmol) were dissolved with magnetic stirring in DMF (4 mL) in a 25 mL round bottom flask equipped with a dry nitrogen line at 25° C. To the solution was added NaH (60% dispersion in oil; 60 mg, 1.5 mmol) and the reaction mixture was stirred for 2 h. The reaction was diluted with H2O (100 mL), and 2 N HCl was added to adjust the pH to 6. After 24 h, a pale brown ... The product is Cc1nc(N)nc(-c2cccnc2Nc2ccc3oc(C)nc3c2)n1. As a reaction SMILES: [CH3:1][O:2][c:3]1[cH:4][cH:5][c:6]([CH2:7][N:8]([c:9]2[n:10][c:11](-[c:16]3[c:17]([NH:22][c:23]4[cH:24][cH:25][c:26]5[c:27]([n:28][c:29]([CH3:31])[o:30]5)[cH:32]4)[n:18][cH:19][cH:20][cH:21]3)[n:12][c:13]([CH3:15])[n:14]2)[CH2:33][c:34]2[cH:35][cH:36][c:37]([O:38][CH3:39])[cH:40][cH:41]2)[cH:42][cH:43]1.[F:44][C:45]([F:46])([F:47])[C:48]([OH:49])=[O:50]>>[NH2:8][c:9]1[n:10][c:11](-[c:16]2[c:17]([NH:22][c:23]3[cH:24][cH:25][c:26]4[c:27]([n:28][c:29]([CH3:31])[o:30]4)[cH:32]3)[n:18][cH:19][cH:20][cH:21]2)[n:12][c:13]([CH3:15])[n:14]1. Starting materials: COc1ccc(CN(Cc2ccc(OC)cc2)c2nc(C)nc(-c3cccnc3Nc3ccc4oc(C)nc4c3)n2)cc1, O=C(O)C(F)(F)F.